Dataset: the Open Reaction Database (ORD), a public repository of structured organic reaction records. Task: describe an organic reaction: reactants, conditions, products, and yield Starting materials: N1CCC(CC1)NC(=O)C=1C=CC2=C(NC(CS2)=O)C1 (3-Oxo-3,4-dihydro-2H-benzo[1,4]thiazine-6-carboxylic acid piperidin-4-ylamide), BrCC1COC=2C=NC3=CC=C(N=C3C2C1)OC (3-bromomethyl-6-methoxy-3,4-dihydro-2H-1-oxa-5,9-diaza-phenanthrene), C(C)(C)N(C(C)C)CC (N,N-diisopropylethylamine). Solvent: CN(C=O)C (N,N-dimethylformamide). Reaction conditions: temperature 80 celsius, time 24 hour. Yields the product COC=1N=C2C=3CC(COC3C=NC2=CC1)CN1CCC(CC1)NC(=O)C=1C=CC2=C(NC(CS2)=O)C1 (3-oxo-3,4-dihydro-2H-benzo[1,4]thiazine-6-carboxylic acid [1-(6-methoxy-3,4-dihydro-2H-1-oxa-5,9-diaza-phenanthren-3-ylmethyl)-piperidin-4-yl]-amide). Reaction SMILES: [NH:1]1[CH2:6][CH2:5][CH:4]([NH:7][C:8]([C:10]2[CH:11]=[CH:12][C:13]3[S:18][CH2:17][C:16](=[O:19])[NH:15][C:14]=3[CH:20]=2)=[O:9])[CH2:3][CH2:2]1.Br[CH2:22][CH:23]1[CH2:36][C:35]2[C:34]3[C:29](=[CH:30][CH:31]=[C:32]([O:37][CH3:38])[N:33]=3)[N:28]=[CH:27][C:26]=2[O:25][CH2:24]1.C(N(CC)C(C)C)(C)C>CN(C)C=O>[CH3:38][O:37][C:32]1[N:33]=[C:34]2[C:29](=[CH:30][CH:31]=1)[N:28]=[CH:27][C:26]1[O:25][CH2:24][CH:23]([CH2:22][N:1]3[CH2:6][CH2:5][CH:4]([NH:7][C:8]([C:10]4[CH:11]=[CH:12][C:13]5[S:18][CH2:17][C:16](=[O:19])[NH:15][C:14]=5[CH:20]=4)=[O:9])[CH2:3][CH2:2]3)[CH2:36][C:35]2=1. Reported procedure: 3-Oxo-3,4-dihydro-2H-benzo[1,4]thiazine-6-carboxylic acid piperidin-4-ylamide (56 mg, 0.16 mmol, 1.0 eq) is added at room temperature to a stirred solution of 3-bromomethyl-6-methoxy-3,4-dihydro-2H-1-oxa-5,9-diaza-phenanthrene (50 mg, 0.16 mmol, 1.0 eq) in N,N-dimethylformamide (2 mL), followed by N,N-diisopropylethylamine (30 μL, 0.17 mmol, 1.1 eq). After 24 hours stirring at 80° C., solvent is removed and the residue is extracted with dichloromethane (3×10 mL) and water (10 mL). The combined o...